From a dataset of the Open Reaction Database (ORD), a public repository of structured organic reaction records. describe an organic reaction: reactants, conditions, products, and yield Starting materials: C(#N)C1=CC=C(C(C=O)=C1)O (5-cyano-salicylaldehyde), N1C(=S)NC(=O)CC1=O (2-thiobarbituric acid), CS(=O)(=O)O (methanesulfonic acid). Run in C(CCC)O (n-butanol). Yields the product C(#N)C=1C=CC2=C(CC3=C(NC(NC3=O)=S)O2)C1 (7-cyano-(1H,3H,5H)-(1)-benzopyrano-(2,3-d)-pyrimidine-4-one-2-thione). Reaction SMILES: [C:1]([C:3]1[CH:10]=[C:7]([CH:8]=O)[C:6]([OH:11])=[CH:5][CH:4]=1)#[N:2].[NH:12]1[C:19](=[O:20])[CH2:18][C:16](=O)[NH:15][C:13]1=[S:14].CS(O)(=O)=O>C(O)CCC>[C:1]([C:3]1[CH:4]=[CH:5][C:6]2[O:11][C:16]3[NH:15][C:13](=[S:14])[NH:12][C:19](=[O:20])[C:18]=3[CH2:8][C:7]=2[CH:10]=1)#[N:2]. Reported procedure: To n-butanol (100 ml.) add 5-cyano-salicylaldehyde (6 g.), 2-thiobarbituric acid (6 g.) and methanesulfonic acid (10 ml.) With stirring, heat the mixture to reflux for 11/2 hours. Cool, filter, and wash the solid with isopropanol and ether to yield 7-cyano-(1H,3H,5H)-(1)-benzopyrano-(2,3-d)-pyrimidine-4-one-2-thione. Starting materials: COC(=O)c1cccn(Cc2ccccc2)c1=O, CO, [Na+], [OH-]. Yields the product O=C(O)c1cccn(Cc2ccccc2)c1=O. As a reaction SMILES: [CH2:1]([c:2]1[cH:3][cH:4][cH:5][cH:6][cH:7]1)[n:8]1[c:9](=[O:18])[c:10]([C:14](=[O:15])[O:16][CH3:17])[cH:11][cH:12][cH:13]1.[CH3:21][OH:22].[Na+:20].[OH-:19]>>[CH2:1]([c:2]1[cH:3][cH:4][cH:5][cH:6][cH:7]1)[n:8]1[c:9](=[O:18])[c:10]([C:14](=[O:15])[OH:16])[cH:11][cH:12][cH:13]1. The reactants are C1CCCC12OCCC(C2)=O (6-oxaspiro[4.5]decan-9-one), COC(CC#N)=O (methylcyanoacetate), C(C)(=O)[O-].[NH4+] (ammonium acetate), C(C)(=O)O (acetic acid). Run in C1=CC=CC=C1 (benzene), CCOC(=O)C (EtOAc), C1=CC=CC=C1 (benzene), CCCCCC (hexane). Reaction conditions: time 3 hour. Yields the product C(#N)C(C(=O)OC)=C1CCOC2(CCCC2)C1 (methyl 2-cyano-2-[6-oxaspiro[4.5]decan-9-ylidene]acetate). Isolated yield 87.6%. As a reaction SMILES: [CH2:1]1[C:5]2([CH2:10][C:9](=O)[CH2:8][CH2:7][O:6]2)[CH2:4][CH2:3][CH2:2]1.[CH3:12][O:13][C:14](=[O:18])[CH2:15][C:16]#[N:17].C([O-])(=O)C.[NH4+].C(O)(=O)C>C1C=CC=CC=1.CCCCCC.CCOC(C)=O>[C:16]([C:15](=[C:9]1[CH2:10][C:5]2([CH2:4][CH2:3][CH2:2][CH2:1]2)[O:6][CH2:7][CH2:8]1)[C:14]([O:13][CH3:12])=[O:18])#[N:17] |f:2.3|. Reported procedure: A mixture of 6-oxaspiro[4.5]decan-9-one (13.74 g, 89.1 mmol), methylcyanoacetate (9.4 ml, 106.9 mmol), ammonium acetate (1.79 g, 26.17 mmol) and acetic acid (1.02 ml, 17.8 mmol) in benzene (75 ml) was heated at reflux in a 250 ml round bottom flask equipped with a Dean-Stark and a reflux condenser. After 3 h, TLC (25% EtOAc in hexane, PMA stain) showed the reaction was completed. After cooling, benzene (50 ml) was added and the layer was separated, the organic was washed by water (120 ml) and th... The reactants are CC1=C2C(=NC=3C=CC=CC13)CCNCC2 (1,2,4,5-tetrahydro-11-methyl-3H-azepino[4,5-b]quinoline), N#CN (cyanamide). The solvent is C(C)(=O)O (acetic acid), C(C)O (ethanol). The product is C(N)(=N)N1CCC2=NC=3C=CC=CC3C(=C2CC1)C (3-Amidino-1,2,4,5-tetrahydro-11-methyl-3H-azepino[4,5-b]quinoline). As a reaction SMILES: [CH3:1][C:2]1[C:11]2[CH:10]=[CH:9][CH:8]=[CH:7][C:6]=2[N:5]=[C:4]2[CH2:12][CH2:13][NH:14][CH2:15][CH2:16][C:3]=12.[N:17]#[C:18][NH2:19]>C(O)(=O)C.C(O)C>[C:18]([N:14]1[CH2:15][CH2:16][C:3]2[C:4](=[N:5][C:6]3[CH:7]=[CH:8][CH:9]=[CH:10][C:11]=3[C:2]=2[CH3:1])[CH2:12][CH2:13]1)(=[NH:17])[NH2:19]. Reported procedure: 5 gm (23.6 millimols) of 1,2,4,5-tetrahydro-11-methyl-3H-azepino[4,5-b]quinoline were dissolved in 2.7 ml of glacial acetic acid and 20 ml of ethanol, and the solution was stirred at room temperature with 1.12 gm (26.6 millimols) of cyanamide for 72 hours. Thereafter, the product which had crystallized out was dissolved in water and reprecipitated with sodium hydroxide. Yield: 0.6 gm, 10% of theory; m.p. 140° C. The reactants are Cl.Cl.ClC1=CC=C(C=C1)C=1C=2C3C(NC2C=CC1)CCNCC3 (10-(4-chlorophenyl)-1,2,3,4,5,5a,6,10b-octahydroazepino[4,5-b]indole dihydrochloride), C1(=CC=CC=C1)CCC=1C=2C3=C(NC2C=CC1)CCNCC3 (10-(2-phenylethyl)-1,2,3,4,5,6-hexahydroazepino[4,5-b]indole). The product is C1(=CC=CC=C1)CCC=1C=2[C@H]3[C@@H](NC2C=CC1)CCNCC3 ((5aS*,10bS *)-10-(2-phenylethyl)-1,2,3,4,5,5a,6,10b-octahydroazepino[4,5-b]indole). Reaction SMILES: Cl.Cl.ClC1C=CC(C2C3C4CCNCCC4NC=3C=CC=2)=CC=1.[C:24]1([CH2:30][CH2:31][C:32]2[C:33]3[C:34]4[CH2:45][CH2:44][NH:43][CH2:42][CH2:41][C:35]=4[NH:36][C:37]=3[CH:38]=[CH:39][CH:40]=2)[CH:29]=[CH:28][CH:27]=[CH:26][CH:25]=1>>[C:24]1([CH2:30][CH2:31][C:32]2[C:33]3[C@@H:34]4[CH2:45][CH2:44][NH:43][CH2:42][CH2:41][C@@H:35]4[NH:36][C:37]=3[CH:38]=[CH:39][CH:40]=2)[CH:29]=[CH:28][CH:27]=[CH:26][CH:25]=1 |f:0.1.2|. Procedure details: Following the procedure for the preparation of 10-(4-chlorophenyl)-1,2,3,4,5,5a,6,10b-octahydroazepino[4,5-b]indole dihydrochloride, making non-critical variations, starting from 10-(2-phenylethyl)-1,2,3,4,5,6-hexahydroazepino[4,5-b]indole the title compound was prepared: 1H NMR (CDCl3) δ 2.02, 2.14, 2.31, 2.79, 2.88, 2.97, 3.15, 3.64, 4.18, 6.52, 6.70, 7.07, 7.16, 7.21, 7.27, 9.5-9.7. HRMS (FAB) calcd for C20H24N2 (MH+) 293.2018, found 293.2013.